Dataset: the Open Reaction Database (ORD), a public repository of structured organic reaction records. Task: describe an organic reaction: reactants, conditions, products, and yield Starting materials: CN1CCOCC1, CN(C)c1ccncc1, CC#N, Cc1ccc(C(=O)O)cc1-n1cnc(OCc2ccc(F)cc2F)c(Cl)c1=O, CC(C)COC(=O)Cl, Cl, O=C(O)C(F)(F)F, NCC(N)=O, O. Product: Cc1ccc(C(=O)NCC(N)=O)cc1-n1cnc(OCc2ccc(F)cc2F)c(Cl)c1=O. As a reaction SMILES: [CH3:37][N:38]1[CH2:39][CH2:40][O:41][CH2:42][CH2:43]1.[CH3:57][N:58]([c:59]1[cH:60][cH:61][n:62][cH:63][cH:64]1)[CH3:65].[CH3:66][C:67]#[N:68].[Cl:1][c:2]1[c:3]([O:19][CH2:20][c:21]2[c:22]([F:28])[cH:23][c:24]([F:27])[cH:25][cH:26]2)[n:4][cH:5][n:6](-[c:9]2[cH:10][c:11]([C:12](=[O:13])[OH:14])[cH:15][cH:16][c:17]2[CH3:18])[c:7]1=[O:8].[Cl:29][C:30]([O:31][CH2:32][CH:33]([CH3:34])[CH3:35])=[O:36].[ClH:49].[F:50][C:51]([F:52])([F:53])[C:54]([OH:55])=[O:56].[NH2:44][CH2:45][C:46](=[O:47])[NH2:48].[OH2:69]>>[Cl:1][c:2]1[c:3]([O:19][CH2:20][c:21]2[c:22]([F:28])[cH:23][c:24]([F:27])[cH:25][cH:26]2)[n:4][cH:5][n:6](-[c:9]2[cH:10][c:11]([C:12](=[O:13])[NH:44][CH2:45][C:46](=[O:47])[NH2:48])[cH:15][cH:16][c:17]2[CH3:18])[c:7]1=[O:8]. Reactants: C(C1=CC=NC=C1)(=O)O (isonicotinic acid), S(=O)(Cl)Cl (thionyl chloride). Yields the product Cl.C(C1=CC=NC=C1)(=O)Cl (Isonicotinoyl Chloride Hydrochloride). Reaction SMILES: [C:1]([OH:9])(=O)[C:2]1[CH:7]=[CH:6][N:5]=[CH:4][CH:3]=1.S(Cl)([Cl:12])=O>>[ClH:12].[C:1]([Cl:12])(=[O:9])[C:2]1[CH:7]=[CH:6][N:5]=[CH:4][CH:3]=1 |f:2.3|. Procedure details: A solution of isonicotinic acid (0.10 g, 0.8 mmol) and thionyl chloride (1 mL) were heated to reflux for 2 h and concentrated. The product obtained was used immediately in the following step. The reactants are BrCC(=O)C=1C(=NOC1C1=CC=C(C=C1)Br)C (2-bromo-1-[5-(4-bromo-phenyl)-3-methyl-isoxazol-4-yl]-ethanone), COC=1C=C(C=CC1)S (3-methoxy-benzenethiol). Product: BrC1=CC=C(C=C1)C1=C(C(=NO1)C)C(CSC1=CC(=CC=C1)OC)=O (1-[5-(4-Bromo-phenyl)-3-methyl-isoxazol-4-yl]-2-(3-methoxy-phenylsulfanyl)-ethanone). RXN SMILES: Br[CH2:2][C:3]([C:5]1[C:6]([CH3:17])=[N:7][O:8][C:9]=1[C:10]1[CH:15]=[CH:14][C:13]([Br:16])=[CH:12][CH:11]=1)=[O:4].[CH3:18][O:19][C:20]1[CH:21]=[C:22]([SH:26])[CH:23]=[CH:24][CH:25]=1>>[Br:16][C:13]1[CH:14]=[CH:15][C:10]([C:9]2[O:8][N:7]=[C:6]([CH3:17])[C:5]=2[C:3](=[O:4])[CH2:2][S:26][C:22]2[CH:23]=[CH:24][CH:25]=[C:20]([O:19][CH3:18])[CH:21]=2)=[CH:11][CH:12]=1. Reported procedure: Prepared according to the procedure described in Example 3, Step 7, using 2-bromo-1-[5-(4-bromo-phenyl)-3-methyl-isoxazol-4-yl]-ethanone and 3-methoxy-benzenethiol. Reactants: [OH-].[K+] (potassium hydroxide), O1CCCC1 (tetrahydrofuran), Methyl 3,3-bis(ethoxycarbonyl), C1(=CC=CC=C1)OC(CCC)=O (phenylbutyrate). Solvent: CO (methanol). Product: C1(=CC=CC=C1)C(C(=O)O)CC (phenylbutyric acid), ( IV ). Reaction SMILES: [C:1]1(OC(=O)CCC)[CH:6]=[CH:5][CH:4]=[CH:3][CH:2]=1.[OH-:13].[K+].[O:15]1[CH2:19][CH2:18][CH2:17][CH2:16]1>CO>[C:1]1([CH:18]([CH2:17][CH3:16])[C:19]([OH:15])=[O:13])[CH:2]=[CH:3][CH:4]=[CH:5][CH:6]=1 |f:1.2|. Procedure details: Methyl 3,3-bis(ethoxycarbonyl)-4-[2',5'-dimethoxy-4'-(4"-methoxy-3"-phthalido)] phenylbutyrate III) (25 g., 0.046 mole) is taken up in tetrahydrofuran (200 ml.) and methanol (200 ml.); an aqueous solution of potassium hydroxide (3.35 g., 0.060 mole, 200 ml.) is added thereto. The mixture is heated under reflux for 4 days and the solvent substantially removed thereafter by evaporation under reduced pressure. The residue is acidified with dilute aqueous hydrochloric acid (1 N, 100 ml.) and extract... Starting materials: P1(=O)(OC)OC2=C(C=CC=C2)O1 (methyl o-phenylene phosphate), N.O (ammonia water), N[C@H]1[C@@H]2N(C(=C(CS2)CO)C(=O)O)C1=O (7β-amino-3-hydroxymethyl-3-cephem-4-carboxylic acid), SC1=NN=NN1C (5-mercapto-1-methyl-1H-tetrazole), C(=O)N (formamide). Solvent: C(Cl)Cl (methylene chloride), C(C)#N (acetonitrile), C(C)#N (acetonitrile), C(C)N(CC)CC (triethylamine). Yields the product N[C@H]1[C@@H]2N(C(=C(CS2)CSC2=NN=NN2C)C(=O)O)C1=O (7β-amino-3-(1-methyl-1H-tetrazol-5-yl)thiomethyl-3-cephem-4-carboxylic acid). Yield: 85.4%. As a reaction SMILES: [NH2:1][C@@H:2]1[C:14](=[O:15])[N:4]2[C:5]([C:11]([OH:13])=[O:12])=[C:6]([CH2:9]O)[CH2:7][S:8][C@H:3]12.[SH:16][C:17]1[N:21]([CH3:22])[N:20]=[N:19][N:18]=1.C(N)=O.P1(OC2C=CC=CC=2O1)(OC)=O.N.O>C(Cl)Cl.C(#N)C.C(N(CC)CC)C>[NH2:1][C@@H:2]1[C:14](=[O:15])[N:4]2[C:5]([C:11]([OH:13])=[O:12])=[C:6]([CH2:9][S:16][C:17]3[N:21]([CH3:22])[N:20]=[N:19][N:18]=3)[CH2:7][S:8][C@H:3]12 |f:4.5|. Procedure: To the mixture of 230 mg of 7β-amino-3-hydroxymethyl-3-cephem-4-carboxylic acid, 174 mg of 5-mercapto-1-methyl-1H-tetrazole, 4 ml of formamide and 1 ml of acetonitrile was added 253 mg of triethylamine under stirring and cooling with ice bath. To the resulting solution were added a solution of 650 mg of methyl o-phenylene phosphate in 2 ml of methylene chloride and 5 ml of acetonitrile under stirring and cooling at -10° C. to 0° C., followed by stirring for 0.5 hour at 0° C. to 5° C. The resulti... Yields the product CCOc1cc(C(=O)O)c(F)cc1N. The reactants are CCOc1cc(C(=O)O)c(F)cc1[N+](=O)[O-], CCO, CN(C)C=O. As a reaction SMILES: [CH2:1]([CH3:2])[O:3][c:4]1[c:5]([N+:14]([O-:15])=[O:16])[cH:6][c:7]([F:13])[c:8]([C:9](=[O:10])[OH:11])[cH:12]1.[CH3:22][CH2:23][OH:24].[O:17]=[CH:18][N:19]([CH3:20])[CH3:21]>>[CH2:1]([CH3:2])[O:3][c:4]1[c:5]([NH2:14])[cH:6][c:7]([F:13])[c:8]([C:9](=[O:10])[OH:11])[cH:12]1. Starting materials: CC1O[C@@H](CN2C1=C(C=N2)N)C ((6R)-4,6-dimethyl-6,7-dihydro-4H-pyrazolo[5,1-c][1,4]oxazin-3-amine), C(C1=CC=CC=C1)OC[C@H](C)O ((2S)-1-benzyloxypropan-2-ol). Yields the product CC1O[C@H](CN2C1=C(C=N2)N)C ((6S)-4,6-Dimethyl-6,7-dihydro-4H-pyrazolo[5,1-c][1,4]oxazin-3-amine). As a reaction SMILES: [CH3:1][CH:2]1[C:7]2=[C:8]([NH2:11])[CH:9]=[N:10][N:6]2[CH2:5][C@@H:4]([CH3:12])[O:3]1.C(OC[C@@H](O)C)C1C=CC=CC=1>>[CH3:1][CH:2]1[C:7]2=[C:8]([NH2:11])[CH:9]=[N:10][N:6]2[CH2:5][C@H:4]([CH3:12])[O:3]1. Procedure: (6S)-4,6-Dimethyl-6,7-dihydro-4H-pyrazolo[5,1-c][1,4]oxazin-3-amine was prepared in a manner analogous to that of (6R)-4,6-dimethyl-6,7-dihydro-4H-pyrazolo[5,1-c][1,4]oxazin-3-amine, starting from (2S)-1-benzyloxypropan-2-ol.